From a dataset of the Open Reaction Database (ORD), a public repository of structured organic reaction records. describe an organic reaction: reactants, conditions, products, and yield Conditions: time 5 hour. Reactants: N1(CCOCC1)S(=O)(=O)C1=C(C=CC=C1)[N+](=O)[O-] (1-(morpholinylsulfonyl)-2-nitrobenzene). Solvent: C(C)O (ethanol), O1CCCC1 (tetrahydrofuran). Product: N1(CCOCC1)S(=O)(=O)C1=C(N)C=CC=C1 (2-(Morpholinylsulfonyl)aniline). Isolated yield 97.7%. As a reaction SMILES: [N:1]1([S:7]([C:10]2[CH:15]=[CH:14][CH:13]=[CH:12][C:11]=2[N+:16]([O-])=O)(=[O:9])=[O:8])[CH2:6][CH2:5][O:4][CH2:3][CH2:2]1>[Pd].C(O)C.O1CCCC1>[N:1]1([S:7]([C:10]2[CH:15]=[CH:14][CH:13]=[CH:12][C:11]=2[NH2:16])(=[O:9])=[O:8])[CH2:2][CH2:3][O:4][CH2:5][CH2:6]1. Procedure: A mixture of 1-(morpholinylsulfonyl)-2-nitrobenzene (5.18 g, 19 mmol); as prepared in the preceding step, and 10% palladium on carbon (520 mg) in ethanol (80 mL) and tetrahydrofuran (80 mL) was stirred under hydrogen (balloon) for 5 h. The catalyst was removed by filtration through Celite. The filtrate was concentrated to give the title compound as a yellow solid (4.50 g, 98%) which was directly used for the next step without further purification. Reagents/catalysts: [Pd] (palladium on carbon). Starting materials: C(#CCCCCCCCC)C1=CC=C(C=O)C=C1 (4-dec-1-ynylbenz-aldehyde), NCC1=CC=C(C=C1)/C=C/C(=O)OC (methyl (2E)-3-[4-(aminomethyl)phenyl]acrylate). Yields the product C(#CCCCCCCCC)C1=CC=C(CNCC2=CC=C(C=C2)/C=C/C(=O)OC)C=C1 (methyl (2E)-3-(4-{[(4-dec-1-ynylbenzyl)amino]methyl}phenyl)-acrylate). As a reaction SMILES: [C:1]([C:11]1[CH:18]=[CH:17][C:14]([CH:15]=O)=[CH:13][CH:12]=1)#[C:2][CH2:3][CH2:4][CH2:5][CH2:6][CH2:7][CH2:8][CH2:9][CH3:10].[NH2:19][CH2:20][C:21]1[CH:26]=[CH:25][C:24](/[CH:27]=[CH:28]/[C:29]([O:31][CH3:32])=[O:30])=[CH:23][CH:22]=1>>[C:1]([C:11]1[CH:18]=[CH:17][C:14]([CH2:15][NH:19][CH2:20][C:21]2[CH:22]=[CH:23][C:24](/[CH:27]=[CH:28]/[C:29]([O:31][CH3:32])=[O:30])=[CH:25][CH:26]=2)=[CH:13][CH:12]=1)#[C:2][CH2:3][CH2:4][CH2:5][CH2:6][CH2:7][CH2:8][CH2:9][CH3:10]. Reported procedure: The title compound was prepared following the procedure A using 4-dec-1-ynylbenz-aldehyde and methyl (2E)-3-[4-(aminomethyl)phenyl]acrylate. (purification by flash chromatography on SiO2, EtOAc/c-Hex 20/80 to 50/50 for about 30 min.) as a white solid (73%). 1H NMR (CDCl3) δ: 7.56 (d, 1H, J=16.2 Hz), 7.36 (d, 2H, J=8.3 Hz), 7.23 (m, 4H), 7.12 (m, 2H), 6.29 (d, 1H, J=15.8 Hz), 3.69-3.63 (m, 7E), 2.26 (m, 2H), 1.56-1.40 (m, 2H), 1.38-1.10 (m, 10H), 0.76 (m, 3H). M+ (ESI): 418.3. HPLC, Rt: 4.5 min (...